Dataset: the Open Reaction Database (ORD), a public repository of structured organic reaction records. Task: describe an organic reaction: reactants, conditions, products, and yield The reactants are [BH4-], O=Cc1ccc(SCc2ccccc2)cc1, CO, Cl, [Na+], O. Product: OCc1ccc(SCc2ccccc2)cc1. RXN SMILES: [BH4-:1].[CH2:3]([c:4]1[cH:5][cH:6][cH:7][cH:8][cH:9]1)[S:10][c:11]1[cH:12][cH:13][c:14]([CH:15]=[O:16])[cH:17][cH:18]1.[CH3:19][OH:20].[ClH:21].[Na+:2].[OH2:22]>>[CH2:3]([c:4]1[cH:5][cH:6][cH:7][cH:8][cH:9]1)[S:10][c:11]1[cH:12][cH:13][c:14]([CH2:15][OH:16])[cH:17][cH:18]1.